Dataset: the Open Reaction Database (ORD), a public repository of structured organic reaction records. Task: describe an organic reaction: reactants, conditions, products, and yield Starting materials: C(=O)C1=CC(=C(C(=C1)C(C)C)OS(NC(CC1=C(C=C(C=C1C(C)C)C(C)C)C(C)C)=O)(=O)=O)C(C)C ([(2,4,6-Triisopropyl-phenyl)-acetyl]-sulfamic acid 4-formyl-2,6-diisopropyl-phenyl ester), C(C1=CC=CC=C1)N (benzylamine), C(C)(=O)O[BH-](OC(C)=O)OC(C)=O.[Na+] (sodium triacetoxyborohydride), ClCCl (dichloromethane). Yields the product Cl.C(C1=CC=CC=C1)NCC1=CC(=C(C(=C1)C(C)C)OS(NC(CC1=C(C=C(C=C1C(C)C)C(C)C)C(C)C)=O)(=O)=O)C(C)C ([(2,4,6-Triisopropyl-phenyl)-acetyl]-sulfamic acid 4-(benzylamino-methyl)-2,6-diisopropyl-phenyl ester mono hydrochloride). As a reaction SMILES: [CH:1]([C:3]1[CH:8]=[C:7]([CH:9]([CH3:11])[CH3:10])[C:6]([O:12][S:13](=[O:34])(=[O:33])[NH:14][C:15](=[O:32])[CH2:16][C:17]2[C:22]([CH:23]([CH3:25])[CH3:24])=[CH:21][C:20]([CH:26]([CH3:28])[CH3:27])=[CH:19][C:18]=2[CH:29]([CH3:31])[CH3:30])=[C:5]([CH:35]([CH3:37])[CH3:36])[CH:4]=1)=O.[CH2:38]([NH2:45])[C:39]1[CH:44]=[CH:43][CH:42]=[CH:41][CH:40]=1.C(O[BH-](OC(=O)C)OC(=O)C)(=O)C.[Na+].[Cl:60]CCl>>[ClH:60].[CH2:38]([NH:45][CH2:1][C:3]1[CH:4]=[C:5]([CH:35]([CH3:36])[CH3:37])[C:6]([O:12][S:13](=[O:33])(=[O:34])[NH:14][C:15](=[O:32])[CH2:16][C:17]2[C:22]([CH:23]([CH3:24])[CH3:25])=[CH:21][C:20]([CH:26]([CH3:27])[CH3:28])=[CH:19][C:18]=2[CH:29]([CH3:31])[CH3:30])=[C:7]([CH:9]([CH3:11])[CH3:10])[CH:8]=1)[C:39]1[CH:44]=[CH:43][CH:42]=[CH:41][CH:40]=1 |f:2.3,5.6|. Procedure details: [(2,4,6-Triisopropyl-phenyl)-acetyl]-sulfamic acid 4-formyl-2,6-diisopropyl-phenyl ester (1.0 g, 1.9 mmol), benzylamine (0.21 mL, 1.9 mmol), and sodium triacetoxyborohydride (0.56 g, 2.6 mmol) were mixed in 100 mL of dichloromethane under a dry air atmosphere for 16 hours. Quenched by adding saturated sodium bicarbonate (50 mL). The resulting white solid was collected by filtration and resuspended in diethyl ether. HCl gas was bubbled through for 30 minutes, and the resulting solution was concen...